This data is from the Open Reaction Database (ORD), a public repository of structured organic reaction records. The task is: describe an organic reaction: reactants, conditions, products, and yield Starting materials: O=C([O-])O, CCCn1c(=S)[nH]c(=S)c2[nH]c(C3CC3)nc21, Cl, [Na+], O, NCc1ccncc1. The product is CCCn1c(=S)nc(NCc2ccncc2)c2[nH]c(C3CC3)nc21. RXN SMILES: [C:27](=[O:28])([OH:29])[O-:30].[CH:1]1([c:4]2[n:5][c:6]3[n:7]([CH2:15][CH2:16][CH3:17])[c:8](=[S:14])[nH:9][c:10](=[S:13])[c:11]3[nH:12]2)[CH2:2][CH2:3]1.[ClH:26].[Na+:31].[OH2:32].[cH:18]1[cH:19][c:20]([CH2:24][NH2:25])[cH:21][cH:22][n:23]1>>[CH:1]1([c:4]2[n:5][c:6]3[n:7]([CH2:15][CH2:16][CH3:17])[c:8](=[S:14])[n:9][c:10]([NH:25][CH2:24][c:20]4[cH:19][cH:18][n:23][cH:22][cH:21]4)[c:11]3[nH:12]2)[CH2:2][CH2:3]1. Reactants: S1C(=NC=C1)C(C)=O (1-(thiazol-2-yl)ethanone). The reagents and catalysts are C(C)(=O)[O-].[Ag+] (Silver acetate), C1=CC=C(C=C1)P([C-]2C=CC=C2)C3=CC=CC=C3.C1=CC=C(C=C1)P([C-]2C=CC=C2)C3=CC=CC=C3.Cl[Pd]Cl.[Fe+2] ([1,1′-bis(diphenylphosphino)ferrocene]dichloro-palladium(II)). The solvent is CS(=O)C (dimethylsulfoxide). Conditions: temperature 60 celsius. The product is S1C(=NC=C1C1=CN=C(S1)C(C)=O)C(C)=O (1,1′-(5,5′-bithiazole-2,2′-diyl)diethanone). The yield is 24.4%. Reaction SMILES: [S:1]1[CH:5]=[CH:4][N:3]=[C:2]1[C:6](=[O:8])[CH3:7]>CS(C)=O.C([O-])(=O)C.[Ag+].C1C=CC(P(C2C=CC=CC=2)[C-]2C=CC=C2)=CC=1.C1C=CC(P(C2C=CC=CC=2)[C-]2C=CC=C2)=CC=1.Cl[Pd]Cl.[Fe+2]>[S:1]1[C:5]([C:5]2[S:1][C:2]([C:6](=[O:8])[CH3:7])=[N:3][CH:4]=2)=[CH:4][N:3]=[C:2]1[C:6](=[O:8])[CH3:7] |f:2.3,4.5.6.7|. Procedure: Silver acetate (4.0 mL, 79 mmol) was added to a stirred solution of [1,1′-bis(diphenylphosphino)ferrocene]dichloro-palladium(II) (0.970 g, 1.18 mmol), and 1-(thiazol-2-yl)ethanone (5.0 g, 39 mmol) in dimethylsulfoxide (235 mL). The reaction was purged with nitrogen and heated at 60° C. for 8 h. The reaction mixture was cooled, filtered through CELITE®, and washed with dichloromethane and water. The layers were separated and the organic was concentrated to dryness. The crude material was dry load... Starting materials: CCOCC (ether), CC1=C(C(=NC=N1)OC1=CC(=CC=C1)C1=CC=CC=C1)CC(=O)OC (Methyl [6-methyl-4-(3-phenylphenoxy)-5-pyrimidinyl]-acetate), CC(C)(C)[O-].[K+] (t-BuOK), CN(C=O)C.S(=O)(=O)(OC)OC (dimethylformamide dimethyl sulfate). The solvent is COCCOC (1,2-dimethoxyethane). Product: CC1=NC=NC(=C1C(C(=O)OC)=CN(C)C)OC1=CC(=CC=C1)C1=CC=CC=C1 (methyl α-[4-methyl-6-(3-phenylphenoxy)-5-pyrimidinyl]-β-dimethylaminoacrylate). Yield: 95.0%. As a reaction SMILES: [CH3:1][C:2]1[N:7]=[CH:6][N:5]=[C:4]([O:8][C:9]2[CH:14]=[CH:13][CH:12]=[C:11]([C:15]3[CH:20]=[CH:19][CH:18]=[CH:17][CH:16]=3)[CH:10]=2)[C:3]=1[CH2:21][C:22]([O:24][CH3:25])=[O:23].CC([O-])(C)C.[K+].[CH3:32][N:33]([CH3:36])[CH:34]=O.S(OC)(OC)(=O)=O.CCOCC>COCCOC>[CH3:1][C:2]1[C:3]([C:21](=[CH:32][N:33]([CH3:36])[CH3:34])[C:22]([O:24][CH3:25])=[O:23])=[C:4]([O:8][C:9]2[CH:14]=[CH:13][CH:12]=[C:11]([C:15]3[CH:20]=[CH:19][CH:18]=[CH:17][CH:16]=3)[CH:10]=2)[N:5]=[CH:6][N:7]=1 |f:1.2,3.4|. Procedure details: Methyl [6-methyl-4-(3-phenylphenoxy)-5-pyrimidinyl]-acetate (60 g, 0.18 mol) is added in one portion to a solution of t-BuOK (60 g, 0.53 mol) in 1,2-dimethoxyethane (0.51) at -40° C. After 1 hour dimethylformamide-dimethyl sulfate (1:1 adduct, 120 ml) is added at -50° C. The reaction mixture is allowed to warm to room temperature to give a yellow suspension. Addition of ether, washing repeatedly with brine and drying gives the crude methyl α-[4-methyl-6-(3-phenylphenoxy)-5-pyrimidinyl]-β-dimethy... The reactants are Solution A, Solution A, C(O)([O-])=O.[Na+] (sodium hydrogen carbonate), C(C)(=O)C1CCN(C1)C(=O)OCC=C (4-acetyl-1-allyloxycarbonylpyrrolidine), FC(S(=O)(=O)O[Si](C)(C)C)(F)F (trimethylsilyl trifluoromethanesulfonate), C(C)(=O)O[C@@H]1[C@H](C(N1)=O)[C@@H](C)O[Si](C)(C)C(C)(C)C ((3R,4R)-4-acetoxy-3-[(1R)-1-t-butyldimethylsilyloxyethyl]-2-oxoazetidine), FC(S(=O)(=O)O[Si](C)(C)C)(F)F (trimethylsilyl trifluoromethanesulfonate). The solvent is ClCCl (dichloromethane), C(C)N(CC)CC (triethylamine), O (water), C(C)(=O)OCC (ethyl acetate), ClCCl (dichloromethane), C(C)N(CC)CC (triethylamine). Reaction conditions: temperature 0 celsius, time 30 minute. Yields the product C(C=C)OC(=O)N1CC(CC1)C(C[C@@H]1[C@H](C(N1)=O)[C@@H](C)O[Si](C)(C)C(C)(C)C)=O ((3S,4R)-4-[2-(1-allyloxycarbonylpyrrolidin-3-yl)-2-oxoethyl]-3-[(1R)-1-t-butyldimethylsilyloxyethyl]-2-oxoazetidine). Isolated yield 55.7%. RXN SMILES: C(O[C@H:5]1[NH:8][C:7](=[O:9])[C@@H:6]1[C@H:10]([O:12][Si:13]([C:16]([CH3:19])([CH3:18])[CH3:17])([CH3:15])[CH3:14])[CH3:11])(=O)C.FC(F)(F)S(O[Si](C)(C)C)(=O)=O.[C:32]([CH:35]1[CH2:39][N:38]([C:40]([O:42][CH2:43][CH:44]=[CH2:45])=[O:41])[CH2:37][CH2:36]1)(=[O:34])[CH3:33].C(=O)([O-])O.[Na+]>ClCCl.O.C(OCC)(=O)C.C(N(CC)CC)C>[CH2:43]([O:42][C:40]([N:38]1[CH2:37][CH2:36][CH:35]([C:32](=[O:34])[CH2:33][C@H:5]2[NH:8][C:7](=[O:9])[C@@H:6]2[C@H:10]([O:12][Si:13]([C:16]([CH3:17])([CH3:18])[CH3:19])([CH3:14])[CH3:15])[CH3:11])[CH2:39]1)=[O:41])[CH:44]=[CH2:45] |f:3.4|. Reported procedure: To a solution of (3R,4R)-4-acetoxy-3-[(1R)-1-t-butyldimethylsilyloxyethyl]-2-oxoazetidine (2.2 g) and triethylamine (1.1 ml) in dichloromethane (20 ml) was added trimethylsilyl trifluoromethanesulfonate (1.5 ml) at -60° C. under nitrogen, and the mixture was stirred at 0° C. for 30 minutes (Solution A). To a solution of 4-acetyl-1-allyloxycarbonylpyrrolidine (1.0 g) and triethylamine (0.71 ml) in dichloromethane (10 ml) was added trimethylsilyl trifluoromethanesulfonate (0.98 ml) at -60° C. unde... The reactants are [Br-], C1CCOC1, CON(C)C(=O)c1cn(Cc2cccc(Br)n2)c2ccccc2c1=O, [Mg+]c1ccc(Cl)s1. Product: O=C(c1ccc(Cl)s1)c1cn(Cc2cccc(Br)n2)c2ccccc2c1=O. As a reaction SMILES: [Br-:26].[CH2:34]1[O:35][CH2:36][CH2:37][CH2:38]1.[CH3:1][O:2][N:3]([C:4](=[O:5])[c:6]1[cH:7][n:8]([CH2:17][c:18]2[n:19][c:20]([Br:24])[cH:21][cH:22][cH:23]2)[c:9]2[cH:10][cH:11][cH:12][cH:13][c:14]2[c:15]1=[O:16])[CH3:25].[Cl:27][c:28]1[cH:29][cH:30][c:31]([Mg+:33])[s:32]1>>[C:4](=[O:5])([c:6]1[cH:7][n:8]([CH2:17][c:18]2[n:19][c:20]([Br:24])[cH:21][cH:22][cH:23]2)[c:9]2[cH:10][cH:11][cH:12][cH:13][c:14]2[c:15]1=[O:16])[c:31]1[cH:30][cH:29][c:28]([Cl:27])[s:32]1. Reactants: N([C@@H](CC1=CC=CC=C1)C(=O)N[C@@H](CC1=CNC=N1)C(=O)N[C@@H](CC(C)C)C(=O)N[C@@H](C(C)C)C(=O)O)C(=O)OCC1=CC=CC=C1.C(C)(C)(C)OC(=O)CCCCCCC[NH-] (Z-Phe-His-Leu-Val 7-tert.-butoxycarbonylheptyl amide). Run in FC(C(=O)O)(F)F (trifluoroacetic acid). The product is N([C@@H](CC1=CC=CC=C1)C(=O)N[C@@H](CC1=CNC=N1)C(=O)N[C@@H](CC(C)C)C(=O)N[C@@H](C(C)C)C(=O)O)C(=O)OCC1=CC=CC=C1.C(=O)(O)CCCCCCC[NH-] (Z-Phe-His-Leu-Val 7-carboxyheptyl amide). As a reaction SMILES: [NH:1]([C:38]([O:40][CH2:41][C:42]1[CH:47]=[CH:46][CH:45]=[CH:44][CH:43]=1)=[O:39])[C@H:2]([C:10]([NH:12][C@H:13]([C:20]([NH:22][C@H:23]([C:28]([NH:30][C@H:31]([C:35]([OH:37])=[O:36])[CH:32]([CH3:34])[CH3:33])=[O:29])[CH2:24][CH:25]([CH3:27])[CH3:26])=[O:21])[CH2:14][C:15]1[N:19]=[CH:18][NH:17][CH:16]=1)=[O:11])[CH2:3][C:4]1[CH:9]=[CH:8][CH:7]=[CH:6][CH:5]=1.C([O:52][C:53]([CH2:55][CH2:56][CH2:57][CH2:58][CH2:59][CH2:60][CH2:61][NH-:62])=[O:54])(C)(C)C>FC(F)(F)C(O)=O>[NH:1]([C:38]([O:40][CH2:41][C:42]1[CH:47]=[CH:46][CH:45]=[CH:44][CH:43]=1)=[O:39])[C@H:2]([C:10]([NH:12][C@H:13]([C:20]([NH:22][C@H:23]([C:28]([NH:30][C@H:31]([C:35]([OH:37])=[O:36])[CH:32]([CH3:34])[CH3:33])=[O:29])[CH2:24][CH:25]([CH3:27])[CH3:26])=[O:21])[CH2:14][C:15]1[N:19]=[CH:18][NH:17][CH:16]=1)=[O:11])[CH2:3][C:4]1[CH:5]=[CH:6][CH:7]=[CH:8][CH:9]=1.[C:53]([CH2:55][CH2:56][CH2:57][CH2:58][CH2:59][CH2:60][CH2:61][NH-:62])([OH:54])=[O:52] |f:0.1,3.4|. Procedure details: 63 mg of Z-Phe-His-Leu-Val-7-tert.-butoxycarbonylheptyl amide (Example 28) are stirred for 10 minutes at room temperature in 1.5 ml of trifluoroacetic acid. The resulting solution is concentrated. The residue is purified by flash chromatography (30 g of silica gel 60, 40-63 μm, approximately 0.4 bar, eluant B1). The productcontaining fractions are combined and concentrated by evaporation. The residue is stirred in 2 ml of water, the solid portion is filtered off with suction and dried in a high ... Reactants: NC(CCCO)C1=CC=CC=C1 (δ-aminobenzenebutanol), C1(C=2C(C(=O)O1)=CC=CC2)=O (phthalic anhydride). The reagents and catalysts are CN(C1=CC=NC=C1)C (4-(dimethylamino)pyridine). Run in O1CCOCC1 (dioxane). Conditions: temperature 155 celsius. Product: O=C1N(C(C2=CC=CC=C12)=O)C(CCCO)C1=CC=CC=C1 (1,3-Dihydro-1,3-Dioxo-δ-Phenyl-2H-Isoindole-2-Butanol). RXN SMILES: [NH2:1][CH:2]([C:7]1[CH:12]=[CH:11][CH:10]=[CH:9][CH:8]=1)[CH2:3][CH2:4][CH2:5][OH:6].[C:13]1(=O)[O:18][C:16](=[O:17])[C:15]2=[CH:19][CH:20]=[CH:21][CH:22]=[C:14]12>CN(C)C1C=CN=CC=1.O1CCOCC1>[O:17]=[C:16]1[C:15]2[C:14](=[CH:22][CH:21]=[CH:20][CH:19]=2)[C:13](=[O:18])[N:1]1[CH:2]([C:7]1[CH:12]=[CH:11][CH:10]=[CH:9][CH:8]=1)[CH2:3][CH2:4][CH2:5][OH:6]. Reported procedure: Heat a solution of δ-aminobenzenebutanol (7.32 g), phthalic anhydride (6.57 g) and 4-(dimethylamino)pyridine (0.050 g) in dioxane (100 ml) under a nitrogen atmosphere at reflux for one hour. Evaporate the solvent at atmospheric pressure and heat the residue at 155° C. under a nitrogen atmosphere for 21/2 hours. After cooling, dissolve the residue in EtOAc (400 ml). Wash the solution with 10% aqueous citric acid (50 ml) followed by saturated aqueous NaHCO3 (50 ml) and brine (50 ml). Dry the organ... Starting materials: P(=O)(Cl)(Cl)Cl (phosphorus oxychloride), CC=1C=CC(=NC1)CNC=O (N-(5-methyl-pyridin-2-ylmethyl)-formamide). Solvent: C1(=CC=CC=C1)C (toluene). Run at temperature 100 celsius, time 8 hour. Product: CC=1C=CC=2N(C1)C=NC2 (6-methyl-imidazo[1,5-a]pyridine). Yield: 41.0%. Reaction SMILES: P(Cl)(Cl)(Cl)=O.[CH3:6][C:7]1[CH:8]=[CH:9][C:10]([CH2:13][NH:14][CH:15]=O)=[N:11][CH:12]=1>C1(C)C=CC=CC=1>[CH3:6][C:7]1[CH:8]=[CH:9][C:10]2[N:11]([CH:15]=[N:14][CH:13]=2)[CH:12]=1. Reported procedure: In a round-bottomed flask, N-(5-methyl-pyridin-2-ylmethyl)-formamide (crude from step 2) was dissolved in toluene (30 ml) and phosphorus oxychloride (1.2 ml, 12.9 mmol) was added. The reaction mixture was stirred at 100° C. in an oil bath overnight then cooled to 0° C. and carefully quenched with ice. Aqueous 25% ammonium hydroxide was added until pH=˜9. The mixture was diluted with water and extracted with dichloromethane (2×). The organic layers were combined, dried over sodium sulfate, filter...